The task is: describe an organic reaction: reactants, conditions, products, and yield. This data is from the Open Reaction Database (ORD), a public repository of structured organic reaction records. Starting materials: BrCCCC(=O)Cl (4-bromobutanoyl chloride), [H-].[Na+] (Sodium hydride), oil, C(C1=CC=CC=C1)O (benzyl alcohol). The solvent is O1CCCC1 (tetrahydrofuran), O1CCCC1 (tetrahydrofuran). Reaction conditions: temperature -70 celsius, time 1 hour. Yields the product BrCCCC(=O)OCC1=CC=CC=C1 (Benzyl 4-bromobutanoate). RXN SMILES: [H-].[Na+].[CH2:3]([OH:10])[C:4]1[CH:9]=[CH:8][CH:7]=[CH:6][CH:5]=1.[Br:11][CH2:12][CH2:13][CH2:14][C:15](Cl)=[O:16]>O1CCCC1>[Br:11][CH2:12][CH2:13][CH2:14][C:15]([O:10][CH2:3][C:4]1[CH:9]=[CH:8][CH:7]=[CH:6][CH:5]=1)=[O:16] |f:0.1|. Procedure: 80% Sodium hydride dispersion in oil (0.18 g, 5.9 mmol) was added portionwise to a stirred solution of benzyl alcohol (0.64 g, 5.9 mmol) in anhydrous tetrahydrofuran (10 ml) under nitrogen. After a further 1 hour at room temperature, the reaction mixture was cooled to -70° C. and a solution of 4-bromobutanoyl chloride (1.0 g, 5.4 mmol) in anhydrous tetrahydrofuran (3 ml) added dropwise. After 0.5 hour, the cooling bath was removed and the reaction mixture quenched at room temperature with 5% aqu... The reactants are OC1=CC=C(C=C1)C(=O)N1[C@@H](CCC1)CN1CCCC1 ((4-hydroxy-phenyl)-(2-(S)-pyrrolidin-1-ylmethyl-pyrrolidin-1-yl)-methanone), BrCCCCCF (1-bromo-5-fluoropentane). Conditions: time 8 hour. The product is FCCCCCOC1=CC=C(C=C1)C(=O)N1[C@@H](CCC1)CN1CCCC1 ([4-(5-Fluoro-pentyloxy)-phenyl]-(2-(S)-pyrrolidin-1-ylmethyl-pyrrolidin-1-yl)-methanone). Reaction SMILES: [OH:1][C:2]1[CH:7]=[CH:6][C:5]([C:8]([N:10]2[CH2:14][CH2:13][CH2:12][C@H:11]2[CH2:15][N:16]2[CH2:20][CH2:19][CH2:18][CH2:17]2)=[O:9])=[CH:4][CH:3]=1.Br[CH2:22][CH2:23][CH2:24][CH2:25][CH2:26][F:27]>>[F:27][CH2:26][CH2:25][CH2:24][CH2:23][CH2:22][O:1][C:2]1[CH:7]=[CH:6][C:5]([C:8]([N:10]2[CH2:14][CH2:13][CH2:12][C@H:11]2[CH2:15][N:16]2[CH2:17][CH2:18][CH2:19][CH2:20]2)=[O:9])=[CH:4][CH:3]=1. Procedure details: The title compound is prepared in a manner substantially analogous to Procedure E except the reaction mixture is stirred at room temperature overnight starting from (4-hydroxy-phenyl)-(2-(S)-pyrrolidin-1-ylmethyl-pyrrolidin-1-yl)-methanone and 1-bromo-5-fluoropentane. MS (ES+) 363.3 Yields the product CNC(=O)c1sccc1Nc1nc(Nc2ccc3c(c2)N(C(=O)CN2CCCC2)CCCO3)ncc1Cl. Reaction SMILES: [C:39]12([CH2:40][S:41]([OH:42])(=[O:43])=[O:44])[C:45]([CH3:46])([CH3:47])[CH:48]([CH2:49][CH2:50]1)[CH2:51][C:52]2=[O:53].[CH3:21][NH:22][C:23](=[O:24])[c:25]1[s:26][cH:27][cH:28][c:29]1[NH:30][c:31]1[n:32][c:33]([Cl:38])[n:34][cH:35][c:36]1[Cl:37].[CH:54]([OH:55])([CH3:56])[CH3:57].[NH2:1][c:2]1[cH:3][cH:4][c:5]2[c:6]([cH:20]1)[N:7]([C:12]([CH2:13][N:14]1[CH2:15][CH2:16][CH2:17][CH2:18]1)=[O:19])[CH2:8][CH2:9][CH2:10][O:11]2>>[NH:1]([c:2]1[cH:3][cH:4][c:5]2[c:6]([cH:20]1)[N:7]([C:12]([CH2:13][N:14]1[CH2:15][CH2:16][CH2:17][CH2:18]1)=[O:19])[CH2:8][CH2:9][CH2:10][O:11]2)[c:33]1[n:32][c:31]([NH:30][c:29]2[c:25]([C:23]([NH:22][CH3:21])=[O:24])[s:26][cH:27][cH:28]2)[c:36]([Cl:37])[cH:35][n:34]1. The reactants are CC1(C)C2CCC1(CS(=O)(=O)O)C(=O)C2, CNC(=O)c1sccc1Nc1nc(Cl)ncc1Cl, CC(C)O, Nc1ccc2c(c1)N(C(=O)CN1CCCC1)CCCO2. Product: CCN1Cc2cc3c(cc2C1)[n+]([O-])c(N)n[n+]3[O-]. Starting materials: CCN1Cc2cc3nc(N)n[n+]([O-])c3cc2C1, O=C(O)C(F)(F)F, N, O, OO. As a reaction SMILES: [CH2:3]([CH3:4])[N:5]1[CH2:6][c:7]2[cH:8][c:9]3[c:10]([cH:11][c:12]2[CH2:13]1)[n:14][c:15]([NH2:19])[n:16][n+:17]3[O-:18].[F:20][C:21]([F:22])([F:24])[C:25](=[O:23])[OH:26].[NH3:28].[OH2:27].[OH:1][OH:2]>>[CH2:3]([CH3:4])[N:5]1[CH2:6][c:7]2[cH:8][c:9]3[c:10]([cH:11][c:12]2[CH2:13]1)[n+:14]([O-:23])[c:15]([NH2:19])[n:16][n+:17]3[O-:18]. The reactants are OC(CN)C (2-Hydroxypropylamine), [Cl-].ClC(C[NH3+])C (2-chloropropylammonium chloride), CC1=C(C=CC(=C1)[N+](=O)[O-])N=C=S (2-Methyl-4-nitrophenyl isothiocyanate), [Cl-].ClC(C[NH3+])C (2-chloropropylammonium chloride). The product is CC1=C(C=CC(=C1)[N+](=O)[O-])N=C1SC(CN1)C (2-(2-methyl-4-nitrophenylimino)-5-methyl-1,3-thiazolidine). Reaction SMILES: O[CH:2]([CH3:5])[CH2:3][NH2:4].[Cl-].ClC(C)C[NH3+].[CH3:12][C:13]1[CH:18]=[C:17]([N+:19]([O-:21])=[O:20])[CH:16]=[CH:15][C:14]=1[N:22]=[C:23]=[S:24]>>[CH3:12][C:13]1[CH:18]=[C:17]([N+:19]([O-:21])=[O:20])[CH:16]=[CH:15][C:14]=1[N:22]=[C:23]1[NH:4][CH2:3][CH:2]([CH3:5])[S:24]1 |f:1.2|. Reported procedure: 2-Hydroxypropylamine was converted to 2-chloropropylammonium chloride according to Method B7a. 2-Methyl-4-nitrophenyl isothiocyanate was reacted with 2-chloropropylammonium chloride according to Method C1a to give 2-(2-methyl-4-nitrophenylimino)-5-methyl-1,3-thiazolidine. The thiazolidine was reacted with 2-methylprop-2-en-1-yl bromide according to Method D2g to afford 2-(2-methyl-4-nitrophenylimino)-3-(2-methylprop-2-en-1-yl)-5-methyl-1,3-thiazolidine HBr salt. Starting materials: mixture 40.3, C(C)(C)(C)C1=C(C(=CC=C1)C(C)(C)C)O (2,6-di-tert-butylphenol), C1(=CC=CC=C1)C.CCCCCC (toluene hexane), CN(C1=CC=C(C=O)C=C1)C (4-dimethylaminobenzaldehyde), N1CCCCC1 (piperidine). Run in C=1(C(=CC=CC1)C)C (xylene), C=1(C(=CC=CC1)C)C (xylene). Yields the product C(C)(C)(C)C1=C(C(=CC(=C1)C(C1=CC=C(C=C1)N(C)C)N1CCCCC1)C(C)(C)C)O (2,6-Di-tert-butyl-4-[4-dimethylamino-α-(piperidin-1-yl)benzyl]phenol). Reaction SMILES: [CH3:1][N:2]([CH3:11])[C:3]1[CH:10]=[CH:9][C:6]([CH:7]=O)=[CH:5][CH:4]=1.[NH:12]1[CH2:17][CH2:16][CH2:15][CH2:14][CH2:13]1.[C:18]([C:22]1[CH:27]=[CH:26][CH:25]=[C:24]([C:28]([CH3:31])([CH3:30])[CH3:29])[C:23]=1[OH:32])([CH3:21])([CH3:20])[CH3:19].C1(C)C=CC=CC=1.CCCCCC>C1(C)C(C)=CC=CC=1>[C:28]([C:24]1[CH:25]=[C:26]([CH:7]([N:12]2[CH2:17][CH2:16][CH2:15][CH2:14][CH2:13]2)[C:6]2[CH:9]=[CH:10][C:3]([N:2]([CH3:11])[CH3:1])=[CH:4][CH:5]=2)[CH:27]=[C:22]([C:18]([CH3:21])([CH3:20])[CH3:19])[C:23]=1[OH:32])([CH3:31])([CH3:30])[CH3:29] |f:3.4|. Procedure: To 30.4 g (0.2 mol) of 4-dimethylaminobenzaldehyde in 100 ml of xylene, 39.1 g (0.46 mol) of piperidine is added dropwise over a period of six minutes. The mixture is heated at reflux using a Dean-Stark trap until the separation of water is complete. To the cooled reaction mixture 40.3 (0.2 mol) of 2,6-di-tert-butylphenol in 70 ml of xylene is added rapidly. The mixture is then heated at reflux for five hours. The title compound is isolated as an almost white solid by evaporation of the solvent ...